describe an organic reaction: reactants, conditions, products, and yield From a dataset of the Open Reaction Database (ORD), a public repository of structured organic reaction records. The reactants are O=C([O-])[O-], COc1ccccc1C=C1N=C(C)OC1=O, CC(=O)[O-], CC(=O)O, [K+], [K+], NCc1ccccc1, [Na+]. The product is COc1ccccc1C=C1N=C(C)N(Cc2ccccc2)C1=O. Reaction SMILES: [C:30](=[O:31])([O-:32])[O-:33].[CH3:1][O:2][c:3]1[c:4]([CH:5]=[C:6]2[N:7]=[C:8]([CH3:12])[O:9][C:10]2=[O:11])[cH:13][cH:14][cH:15][cH:16]1.[CH3:26][C:27](=[O:28])[O-:29].[CH3:36][C:37](=[O:38])[OH:39].[K+:34].[K+:35].[NH2:17][CH2:18][c:19]1[cH:20][cH:21][cH:22][cH:23][cH:24]1.[Na+:25]>>[CH3:1][O:2][c:3]1[c:4]([CH:5]=[C:6]2[N:7]=[C:8]([CH3:12])[N:17]([CH2:18][c:19]3[cH:20][cH:21][cH:22][cH:23][cH:24]3)[C:10]2=[O:11])[cH:13][cH:14][cH:15][cH:16]1.